The task is: describe an organic reaction: reactants, conditions, products, and yield. This data is from the Open Reaction Database (ORD), a public repository of structured organic reaction records. The reactants are C=C, c1nccc(c1OC)C(NOC(C(C)(C)C)=O)=O. The reagents and catalysts are c1ccc(cc1)-c2c3ccccc3cc4ccccc24 (9-Phenylanthracene), CC(C)(C)C(=O)[O-].[Cs+] (CsOPiv), C1(C(C(C(C1C)C)C)C)C.C1(C(C(C(C1C)C)C)C)C.[Rh](Cl)Cl.[Rh](Cl)Cl ([Cp*RhCl2]2). Solvent: C(CCl)Cl (DCE). Conditions: temperature 25 celsius, time 18 hour. The product is COc1cncc2CCNC(=O)c12. Reaction SMILES: [CH3:1][O:2][c:3]1[c:8]([C:9]([NH:11]OC([C:12](C)(C)[CH3:13])=O)=[O:10])[cH:7][cH:6][n:5][cH:4]1.C=C>>[CH3:1][O:2][c:3]1[c:8]([c:7]2[cH:6][n:5][cH:4]1)[C:9](=[O:10])[NH:11][CH2:13][CH2:12]2. The reactants are ClS(=O)(=O)O (chlorosulfonic acid), ice, O (water), CC1(CN(CC2=CC=CC=C12)C(C)=O)C (1-(4,4-Dimethyl-3,4-dihydro-1H-isoquinolin-2-yl)-ethanone), ice. Run in ClCCl (dichloromethane), ClCCl (dichloromethane). Conditions: temperature 0 celsius, time 1 hour. Product: C(C)(=O)N1CC2=CC(=CC=C2C(C1)(C)C)S(=O)(=O)Cl (2-Acetyl-4,4-dimethyl-1,2,3,4-tetrahydro-isoquinoline-7-sulfonyl Chloride). The yield is 27.8%. RXN SMILES: [CH3:1][C:2]1([CH3:15])[C:11]2[C:6](=[CH:7][CH:8]=[CH:9][CH:10]=2)[CH2:5][N:4]([C:12](=[O:14])[CH3:13])[CH2:3]1.[Cl:16][S:17](O)(=[O:19])=[O:18].O>ClCCl>[C:12]([N:4]1[CH2:3][C:2]([CH3:15])([CH3:1])[C:11]2[C:6](=[CH:7][C:8]([S:17]([Cl:16])(=[O:19])=[O:18])=[CH:9][CH:10]=2)[CH2:5]1)(=[O:14])[CH3:13]. Procedure: A solution of 1-(4,4-dimethyl-3,4-dihydro-1H-isoquinolin-2-yl)-ethanone (D2) (0.5 g, 2.5 mmol) in dry dichloromethane (2 ml) was added over 15 minutes to an ice-cooled, stirred solution of chlorosulfonic acid (1.7 ml, 25 mmol) in dry dichloromethane (6 ml). After stirring the solution at 0° C. for 1 h, it was warmed to ambient temperature and stirred for a further 3 h. The solution was then carefully poured onto a mixture of ice (30 g) and water (30 ml) with stirring. The layers were separated a... The reactants are BrCCCC(C#N)(C(C)C)C1=CC(=C(C=C1)OC)OC (5-Bromo-2-(3,4-dimethoxyphenyl)-2-isopropylpentanenitrile), CNCCC1=CC=C(OCC(=O)OC)C=C1 (Methyl 2-(4-(2-(methylamino)ethyl)phenoxy)acetate). The product is C(#N)C(CCCN(CCC1=CC=C(OCC(=O)OC)C=C1)C)(C(C)C)C1=CC(=C(C=C1)OC)OC (Methyl 2-(4-(2-((4-cyano-4-(3,4-dimethoxyphenyl)-5-methylhexyl)(methyl)amino)ethyl)phenoxy)acetate). As a reaction SMILES: Br[CH2:2][CH2:3][CH2:4][C:5]([C:11]1[CH:16]=[CH:15][C:14]([O:17][CH3:18])=[C:13]([O:19][CH3:20])[CH:12]=1)([CH:8]([CH3:10])[CH3:9])[C:6]#[N:7].[CH3:21][NH:22][CH2:23][CH2:24][C:25]1[CH:36]=[CH:35][C:28]([O:29][CH2:30][C:31]([O:33][CH3:34])=[O:32])=[CH:27][CH:26]=1>>[C:6]([C:5]([C:11]1[CH:16]=[CH:15][C:14]([O:17][CH3:18])=[C:13]([O:19][CH3:20])[CH:12]=1)([CH:8]([CH3:10])[CH3:9])[CH2:4][CH2:3][CH2:2][N:22]([CH3:21])[CH2:23][CH2:24][C:25]1[CH:26]=[CH:27][C:28]([O:29][CH2:30][C:31]([O:33][CH3:34])=[O:32])=[CH:35][CH:36]=1)#[N:7]. Procedure details: Reaction of 1f with 2j produced 3ak. MS found M+H=483. The oxalate salt of 3ak was recrystallized from ethyl acetate. Procedure: A solution of 9-chloromethylanthracene (5.2 g, 23 mmole) obtained in Synthesis Example 2-(1) in ethanol (700 ml) was reacted with stirring for 10 hours at room temperature, poured into H2O (700 ml), and extracted with methylene chloride (500 ml×1). The resulting organic layer was dried over anhydrous MgSO4 and evaporated. The residual crude solid (4.25 g) was recrystallized from 50% THF/H2O to give 4.02 g of 9-ethoxymethylanthracene as orange yellow crystals, mp. 74-75° C. The reactants are ClCC=1C2=CC=CC=C2C=C2C=CC=CC12 (9-chloromethylanthracene), O (H2O), C(C)O (ethanol). Product: C(C)OCC=1C2=CC=CC=C2C=C2C=CC=CC12 (9-ethoxymethylanthracene). RXN SMILES: Cl[CH2:2][C:3]1[C:4]2[C:9]([CH:10]=[C:11]3[C:16]=1[CH:15]=[CH:14][CH:13]=[CH:12]3)=[CH:8][CH:7]=[CH:6][CH:5]=2.O.[CH2:18]([OH:20])[CH3:19]>>[CH2:18]([O:20][CH2:2][C:3]1[C:4]2[C:9]([CH:10]=[C:11]3[C:16]=1[CH:15]=[CH:14][CH:13]=[CH:12]3)=[CH:8][CH:7]=[CH:6][CH:5]=2)[CH3:19]. Conditions: time 10 hour. Starting materials: COC(=O)C1=CC=C(C=C1)C1=C(C=CC=C1)C (2'-methyl biphenyl-4-carboxylic acid methyl ester), BrN1C(CCC1=O)=O (N-bromosuccinimide). Reagents/catalysts: N(=NC(C#N)(C)C)C(C#N)(C)C (2,2'-azobis(2-methylpropionitrile)). Run in C(Cl)(Cl)(Cl)Cl (carbon tetrachloride). Product: COC(=O)C1=CC=C(C=C1)C1=C(C=CC=C1)CBr (2'-Bromomethylbiphenyl-4-carboxylic acid methyl ester). Isolated yield 77.9%. As a reaction SMILES: [CH3:1][O:2][C:3]([C:5]1[CH:10]=[CH:9][C:8]([C:11]2[CH:16]=[CH:15][CH:14]=[CH:13][C:12]=2[CH3:17])=[CH:7][CH:6]=1)=[O:4].[Br:18]N1C(=O)CCC1=O>N(C(C)(C)C#N)=NC(C)(C)C#N.C(Cl)(Cl)(Cl)Cl>[CH3:1][O:2][C:3]([C:5]1[CH:10]=[CH:9][C:8]([C:11]2[CH:16]=[CH:15][CH:14]=[CH:13][C:12]=2[CH2:17][Br:18])=[CH:7][CH:6]=1)=[O:4]. Procedure details: A 5 L three-necked 24/40 round-bottom flask equipped with a mechanical stirrer, a reflux condenser with a nitrogen inlet at the top, and a thermometer was charged with 53.42 g (0.204 mol) of 2'-methyl biphenyl-4-carboxylic acid methyl ester, 3.4 L carbon tetrachloride, 38.09 g (0.214 mol) of N-bromosuccinimide and 2.0 g of 2,2'-azobis(2-methylpropionitrile). The flask was degassed and flushed with nitrogen, the stirrer was started and the contents were refluxed for 5 hours. The reaction mixture ...